Dataset: the Open Reaction Database (ORD), a public repository of structured organic reaction records. Task: describe an organic reaction: reactants, conditions, products, and yield The reactants are CC(Cl)c1cccnc1, CC1(C)CNCCN1CC(F)(F)F. Reagents/catalysts: O=C([O-])[O-].[Cs+].[Cs+] (cesium carbonate), [I-].[K+] (potassium iodide). Run in CN(C)C=O (DMF), CN(C)C=O (dmf), CN(C)C=O (DMF). Run at temperature 70 celsius, time 16 hour. Product: CC(c1cccnc1)C1(C)CN(C)CCN1CC(F)(F)F. Reactants: C1(=CC=CC=C1)C(C(=O)OC)=O (methyl phenylglyoxylate), cyclopentadiene Grignard reagent, C1(=CC=CC=C1)C (toluene), ( 1 ). Yields the product C1(=CC=CC=C1)C(C(=O)OC)(O)C1CCCC1 (methyl 2-phenyl-2-cyclopentyl-2-hydroxy-acetate). Yield: 76.9%. RXN SMILES: [C:1]1([C:7](=[O:12])[C:8]([O:10][CH3:11])=[O:9])[CH:6]=[CH:5][CH:4]=[CH:3][CH:2]=1.[C:13]1([CH3:19])[CH:18]=[CH:17][CH:16]=CC=1>>[C:1]1([C:7]([CH:16]2[CH2:17][CH2:18][CH2:13][CH2:19]2)([OH:12])[C:8]([O:10][CH3:11])=[O:9])[CH:6]=[CH:5][CH:4]=[CH:3][CH:2]=1. Procedure details: Using the same method as described for (1) of example 3, raw materials at equal weight were added successively. The difference was using a reaction temperature of -10-6° C. during dropuise addition of the toluene solution of 82 g of methyl phenylglyoxylate to cyclopentadiene Grignard reagent. 90 g of methyl 2-phenyl-2-cyclopentyl-2-hydroxy-acetate was obtained in 76.9% yield, nD25 1.5203, boiling point 82-5° C./0.03 mmHg. Silicagel GF 254 thin layer plate; developer: 1,2-dichloroethane, ultravio... The reactants are OC(C)(C)C=1N=C(N(C1C(=O)OCC)CC1=CC=C(C=C1)C1=C(C=CC=C1)C1=NN=NN1C(C1=CC=CC=C1)(C1=CC=CC=C1)C1=CC=CC=C1)CSC (ethyl 4-(1-hydroxy-1-methylethyl)-2-methylthiomethyl-1-{4-[2-(trityltetrazol-5-yl)phenyl]phenyl}methylimidazole-5-carboxylate), C(C)(=O)O (acetic acid), C(C1=CC=CC=C1)(C1=CC=CC=C1)(C1=CC=CC=C1)O (trityl alcohol). Run in O (water). Reaction conditions: temperature 60 celsius, time 1 hour. Product: OC(C)(C)C=1N=C(N(C1C(=O)OCC)CC1=CC=C(C=C1)C1=C(C=CC=C1)C1=NN=NN1)CSC (Ethyl 4-(1-hydroxy-1-methylethyl)-2-methylthiomethyl-1-{4-[2-(tetrazol-5-yl)phenyl]phenyl}methylimidazole-5-carboxylate). Isolated yield 107.9%. Reaction SMILES: [OH:1][C:2]([C:5]1[N:6]=[C:7]([CH2:52][S:53][CH3:54])[N:8]([CH2:15][C:16]2[CH:21]=[CH:20][C:19]([C:22]3[CH:27]=[CH:26][CH:25]=[CH:24][C:23]=3[C:28]3[N:32](C(C4C=CC=CC=4)(C4C=CC=CC=4)C4C=CC=CC=4)[N:31]=[N:30][N:29]=3)=[CH:18][CH:17]=2)[C:9]=1[C:10]([O:12][CH2:13][CH3:14])=[O:11])([CH3:4])[CH3:3].C(O)(=O)C.C(O)(C1C=CC=CC=1)(C1C=CC=CC=1)C1C=CC=CC=1>O>[OH:1][C:2]([C:5]1[N:6]=[C:7]([CH2:52][S:53][CH3:54])[N:8]([CH2:15][C:16]2[CH:21]=[CH:20][C:19]([C:22]3[CH:27]=[CH:26][CH:25]=[CH:24][C:23]=3[C:28]3[NH:32][N:31]=[N:30][N:29]=3)=[CH:18][CH:17]=2)[C:9]=1[C:10]([O:12][CH2:13][CH3:14])=[O:11])([CH3:3])[CH3:4]. Procedure: A mixture of 300 mg of ethyl 4-(1-hydroxy-1-methylethyl)-2-methylthiomethyl-1-{4-[2-(trityltetrazol-5-yl)phenyl]phenyl}methylimidazole-5-carboxylate [prepared as described in step (d) above] and 5 ml of a 25% v/v aqueous solution of acetic acid was stirred at 60° C. for 1 hour. At the end of this time, the resulting solution was mixed with 5 ml of water and cooled with ice. The trityl alcohol which appeared as crystals was filtered off, and the filtrate was concentrated by evaporation under redu... Starting materials: CO, N#Cc1ccc2[nH]cc(C=C3CCCC3=O)c2c1. Yields the product N#Cc1ccc2[nH]cc(CC3CCCC3=O)c2c1. As a reaction SMILES: [CH3:19][OH:20].[O:1]=[C:2]1[C:3](=[CH:7][c:8]2[cH:9][nH:10][c:11]3[cH:12][cH:13][c:14]([C:17]#[N:18])[cH:15][c:16]23)[CH2:4][CH2:5][CH2:6]1>>[O:1]=[C:2]1[CH:3]([CH2:7][c:8]2[cH:9][nH:10][c:11]3[cH:12][cH:13][c:14]([C:17]#[N:18])[cH:15][c:16]23)[CH2:4][CH2:5][CH2:6]1.